This data is from the Open Reaction Database (ORD), a public repository of structured organic reaction records. The task is: describe an organic reaction: reactants, conditions, products, and yield Reactants: C(C)(=O)OC(C)=O (acetic anhydride), C(C)(C)OC(C)C (diisopropyl ether), BrCCCCCCO (6-bromo-1-hexanol). Reagents/catalysts: CN(C)C=1C=CN=CC1 (DMAP). Run in C1CCOC1 (THF), C1CCOC1 (THF). Run at time 30 minute. Yields the product C(C)(=O)OCCCCCCBr (6-bromohexyl acetate). Isolated yield 96.3%. RXN SMILES: [Br:1][CH2:2][CH2:3][CH2:4][CH2:5][CH2:6][CH2:7][OH:8].[C:9](OC(=O)C)(=[O:11])[CH3:10].C(OC(C)C)(C)C>CN(C1C=CN=CC=1)C.C1COCC1>[C:9]([O:8][CH2:7][CH2:6][CH2:5][CH2:4][CH2:3][CH2:2][Br:1])(=[O:11])[CH3:10]. Procedure details: 20.1 g (0.16 mol) of DMAP were added to 297.4 g (1.64 mol) of 6-bromo-1-hexanol in 1500 ml of THF. A solution of 184.4 g (1.81 mol) of acetic anhydride in 300 ml of THF was added dropwise in such a way that the reaction temperature did not exceed 30° C. After completion of the addition, the mixture was stirred for a further 30 minutes. The reaction mixture was mixed with 500 ml of diisopropyl ether and extracted successively with 700 ml each of water, 2× saturated NaHCO3 solution and water. Afte... As a reaction SMILES: [Si]([O:8][CH2:9][C@H:10]1[C@H:14]([O:15][CH:16]2[CH2:21][CH2:20][CH2:19][CH2:18][O:17]2)[CH2:13][C@@H:12]([Cl:22])[C@@H:11]1[CH2:23]/[CH:24]=[CH:25]\[CH2:26][CH2:27][CH2:28][C:29]([O:31][CH2:32][CH:33]=[CH2:34])=[O:30])(C(C)(C)C)(C)C>CCCC[N+](CCCC)(CCCC)CCCC.[F-].C1COCC1>[Cl:22][C@H:12]1[C@H:11]([CH2:23]/[CH:24]=[CH:25]\[CH2:26][CH2:27][CH2:28][C:29]([O:31][CH2:32][CH:33]=[CH2:34])=[O:30])[C@@H:10]([CH2:9][OH:8])[C@H:14]([O:15][CH:16]2[CH2:21][CH2:20][CH2:19][CH2:18][O:17]2)[CH2:13]1 |f:1.2.3|. Isolated yield 105.1%. Reactants: [Si](C)(C)(C(C)(C)C)OC[C@@H]1[C@H]([C@@H](C[C@H]1OC1OCCCC1)Cl)C\C=C/CCCC(=O)OCC=C ((Z)-allyl 7-((1R,2S,3R,5R)-2-((tert-butyldimethylsilyloxy)methyl)-5-chloro-3-(tetrahydro-2H-pyran-2-yloxy)cyclopentyl)hept-5-enoate). Product: Cl[C@@H]1C[C@H]([C@@H]([C@H]1C\C=C/CCCC(=O)OCC=C)CO)OC1OCCCC1 ((Z)-allyl 7-((1R,2S,3R,5R)-5-chloro-2-(hydroxymethyl)-3-(tetrahydro-2H-pyran-2-yloxy)cyclopentyl)hept-5-enoate). Reported procedure: A solution of 1.46 g (2.8 mmol) of silyl ether 3 in 10 mL of 1.0M TBAF/THF was stirred at 25° C. for 3 h. The THF solvent was then removed in vacuo and the residual oil was taken up in ethyl acetate (100 mL) and washed with 2×75 mL of saturated aqueous ammonium chloride, brine, and dried over anhydrous sodium sulfate (50 g). The mixture was then filtered and the filtrate was concentrated in vacuo to yield 1.18 g (quantitative yield) of alcohol 4 used in the next step without purification; 1H NMR... Solvent: CCCC[N+](CCCC)(CCCC)CCCC.[F-].C1CCOC1 (TBAF THF). Starting materials: O=C(Nc1ccc([N+](=O)[O-])cc1Br)C(F)(C(F)(F)F)C(F)(F)F, O=C([O-])[O-], CI, CC(C)=O, [K+], [K+]. Product: CN(C(=O)C(F)(C(F)(F)F)C(F)(F)F)c1ccc([N+](=O)[O-])cc1Br. RXN SMILES: [Br:1][c:2]1[c:3]([NH:4][C:5]([C:6]([C:7]([F:8])([F:9])[F:10])([C:11]([F:12])([F:13])[F:14])[F:15])=[O:16])[cH:17][cH:18][c:19]([N+:21](=[O:22])[O-:23])[cH:20]1.[C:26](=[O:27])([O-:28])[O-:29].[CH3:24][I:25].[CH3:32][C:33](=[O:34])[CH3:35].[K+:30].[K+:31]>>[Br:1][c:2]1[c:3]([N:4]([C:5]([C:6]([C:7]([F:8])([F:9])[F:10])([C:11]([F:12])([F:13])[F:14])[F:15])=[O:16])[CH3:26])[cH:17][cH:18][c:19]([N+:21](=[O:22])[O-:23])[cH:20]1. The reactants are CC(C)(C)OC(=O)/N=N/C(=O)OC(C)(C)C (di-tert-butylazodicarboxylate), C(CCC)P(CCCC)CCCC (tributylphosphine), C(C1=CC=CC=C1)OC=1C=C(C=CC1)C1=C(C=C(C=C1)Cl)NC(CN[C@H](CO)CCSC)=O ((S)-N-[2-(3-(Benzyloxy)phenyl)-5-chlorophenyl]-2-[(1-hydroxy-4-methylthio-2-butyl)amino]acetamide), CCOC(=O)C (EtOAc). The solvent is C1CCOC1 (THF), C1CCOC1 (THF). Conditions: time 10 minute. Product: Cl.C(C1=CC=CC=C1)OC=1C=C(C=CC1)C1=C(C=C(C=C1)Cl)N1C(CN[C@H](C1)CCSC)=O ((S)-1-[2-(3-(Benzyloxy)phenyl)-5-chlorophenyl]-5-[2-(methylthio)ethyl]-2-piperazinone Hydrochloride). RXN SMILES: CC(OC(/N=N/C(OC(C)(C)C)=O)=O)(C)C.C(P(CCCC)CCCC)CCC.[CH2:30]([O:37][C:38]1[CH:39]=[C:40]([C:44]2[CH:49]=[CH:48][C:47]([Cl:50])=[CH:46][C:45]=2[NH:51][C:52](=[O:62])[CH2:53][NH:54][C@@H:55]([CH2:58][CH2:59][S:60][CH3:61])[CH2:56]O)[CH:41]=[CH:42][CH:43]=1)[C:31]1[CH:36]=[CH:35][CH:34]=[CH:33][CH:32]=1.CCOC(C)=O>C1COCC1>[ClH:50].[CH2:30]([O:37][C:38]1[CH:39]=[C:40]([C:44]2[CH:49]=[CH:48][C:47]([Cl:50])=[CH:46][C:45]=2[N:51]2[CH2:56][C@H:55]([CH2:58][CH2:59][S:60][CH3:61])[NH:54][CH2:53][C:52]2=[O:62])[CH:41]=[CH:42][CH:43]=1)[C:31]1[CH:32]=[CH:33][CH:34]=[CH:35][CH:36]=1 |f:5.6|. Reported procedure: To a solution of di-tert-butylazodicarboxylate (733 mg, 3.2 mmol) in 7 mL of THF at 0° C. was added tributylphosphine (0.797 mL, 3.2 mmol) dropwise. After 10 minutes, a solution of the product from Step A (1.062 mg, 2.12 mmol) in 4 mL of THF was added dropwise over 15 minutes, and the reaction was allowed to warm to room temperature. After 30 minutes, the solution was poured into EtOAc, washed with sat. aq. NaHCO3 and brine, dried (Na2SO4), filtered, and concentrated in vacuo. The crude product ... Starting materials: COc1ccc(C2Sc3ccccc3N(CCN(C)C)C(=O)C2OC(C)=O)cc1, CCO, Cl, [K+], [OH-]. Yields the product COc1ccc(C2Sc3ccccc3N(CCN(C)C)C(=O)C2O)cc1. Reaction SMILES: [C:2](=[O:3])([CH3:4])[O:5][CH:6]1[CH:7]([c:23]2[cH:24][cH:25][c:26]([O:29][CH3:30])[cH:27][cH:28]2)[S:8][c:9]2[c:10]([cH:19][cH:20][cH:21][cH:22]2)[N:11]([CH2:14][CH2:15][N:16]([CH3:17])[CH3:18])[C:12]1=[O:13].[CH3:33][CH2:34][OH:35].[ClH:1].[K+:32].[OH-:31]>>[OH:5][CH:6]1[CH:7]([c:23]2[cH:24][cH:25][c:26]([O:29][CH3:30])[cH:27][cH:28]2)[S:8][c:9]2[c:10]([cH:19][cH:20][cH:21][cH:22]2)[N:11]([CH2:14][CH2:15][N:16]([CH3:17])[CH3:18])[C:12]1=[O:13]. Reactants: CCCC(C)N, O=C(O)c1cccc(-c2nc(N3CCOCC3)nc3c2CCN3c2cccnc2)c1. The product is CCCC(C)NC(=O)c1cccc(-c2nc(N3CCOCC3)nc3c2CCN3c2cccnc2)c1. As a reaction SMILES: [CH3:31][CH:32]([CH2:33][CH2:34][CH3:35])[NH2:36].[O:1]1[CH2:2][CH2:3][N:4]([c:7]2[n:8][c:9](-[c:22]3[cH:23][c:24]([C:25](=[O:26])[OH:27])[cH:28][cH:29][cH:30]3)[c:10]3[c:11]([n:12]2)[N:13]([c:16]2[cH:17][n:18][cH:19][cH:20][cH:21]2)[CH2:14][CH2:15]3)[CH2:5][CH2:6]1>>[O:1]1[CH2:2][CH2:3][N:4]([c:7]2[n:8][c:9](-[c:22]3[cH:23][c:24]([C:25](=[O:26])[NH:36][CH:32]([CH3:31])[CH2:33][CH2:34][CH3:35])[cH:28][cH:29][cH:30]3)[c:10]3[c:11]([n:12]2)[N:13]([c:16]2[cH:17][n:18][cH:19][cH:20][cH:21]2)[CH2:14][CH2:15]3)[CH2:5][CH2:6]1. The product is CCC1CN(c2cccc(C(F)(F)F)c2)C(=O)C1c1cccc(C#N)c1. The reactants are [C-]#N, CCC1CN(c2cccc(C(F)(F)F)c2)C(=O)C1c1cccc(Br)c1, CN1CCN(C)C1=O. Reaction SMILES: [C-:26]#[N:27].[CH2:1]([CH3:2])[CH:3]1[CH:4]([c:19]2[cH:20][c:21]([Br:25])[cH:22][cH:23][cH:24]2)[C:5](=[O:18])[N:6]([c:8]2[cH:9][c:10]([C:14]([F:15])([F:16])[F:17])[cH:11][cH:12][cH:13]2)[CH2:7]1.[CH3:28][N:29]1[CH2:30][CH2:31][N:32]([CH3:33])[C:34]1=[O:35]>>[CH2:1]([CH3:2])[CH:3]1[CH:4]([c:19]2[cH:20][c:21]([C:26]#[N:27])[cH:22][cH:23][cH:24]2)[C:5](=[O:18])[N:6]([c:8]2[cH:9][c:10]([C:14]([F:15])([F:16])[F:17])[cH:11][cH:12][cH:13]2)[CH2:7]1.